This data is from the Open Reaction Database (ORD), a public repository of structured organic reaction records. The task is: describe an organic reaction: reactants, conditions, products, and yield Reactants: C1CC(=O)N(C1=O)Br (NBS), C1(CCCCC1)C(=O)C1=CC=C(C=C1)C (cyclohexyl-p-tolyl-methanone), C1CC(=O)N(C1=O)Br (NBS). Reagents/catalysts: CC(C)(C#N)N=NC(C)(C)C#N (AIBN), CC(C)(C#N)N=NC(C)(C)C#N (AIBN). The solvent is C(Cl)(Cl)(Cl)Cl (carbon tetrachloride). The product is C1(CCCCC1)C(=O)C1=CC=C(CBr)C=C1 (4-(Cyclohexanecarbonyl)-benzyl bromide). Isolated yield 81.4%. Reaction SMILES: [CH:1]1([C:7]([C:9]2[CH:14]=[CH:13][C:12]([CH3:15])=[CH:11][CH:10]=2)=[O:8])[CH2:6][CH2:5][CH2:4][CH2:3][CH2:2]1.C1C(=O)N([Br:23])C(=O)C1>C(Cl)(Cl)(Cl)Cl.CC(N=NC(C#N)(C)C)(C#N)C>[CH:1]1([C:7]([C:9]2[CH:14]=[CH:13][C:12]([CH2:15][Br:23])=[CH:11][CH:10]=2)=[O:8])[CH2:2][CH2:3][CH2:4][CH2:5][CH2:6]1. Procedure details: Heat a mixture of cyclohexyl-p-tolyl-methanone (1 g, 4.943 mmol), NBS (1.232 g, 6.92 mmol), and AIBN (41 mg, 0.247 mmol) in carbon tetrachloride (80 mL) for 14 h at reflux. Add additional NBS (264 mg) and AIBN (19 mg) and reflux the mixture for 4 h. Cool the reaction mixture to ambient temperature and filter. Concentrate the filtrate in vacuo to provide the desired intermediate as oil (1.132 g, 81%) that was used without any further purification. Reactants: CC(C)(C)c1nc(C2CC2)cc(N2CCN(CCCO)CC2)n1, [Li]CCCC, CS(=O)(=O)c1nccc(OCc2ccccc2)n1, C1CCOC1. The product is CC(C)(C)c1nc(C2CC2)cc(N2CCN(CCCOc3nccc(OCc4ccccc4)n3)CC2)n1. Reaction SMILES: [C:1]([CH3:2])([CH3:3])([CH3:4])[c:5]1[n:6][c:7]([CH:21]2[CH2:22][CH2:23]2)[cH:8][c:9]([N:11]2[CH2:12][CH2:13][N:14]([CH2:17][CH2:18][CH2:19][OH:20])[CH2:15][CH2:16]2)[n:10]1.[CH2:24]([Li:25])[CH2:26][CH2:27][CH3:28].[CH2:29]([c:30]1[cH:31][cH:32][cH:33][cH:34][cH:35]1)[O:36][c:37]1[n:38][c:39]([S:43]([CH3:44])(=[O:45])=[O:46])[n:40][cH:41][cH:42]1.[O:47]1[CH2:48][CH2:49][CH2:50][CH2:51]1>>[C:1]([CH3:2])([CH3:3])([CH3:4])[c:5]1[n:6][c:7]([CH:21]2[CH2:22][CH2:23]2)[cH:8][c:9]([N:11]2[CH2:12][CH2:13][N:14]([CH2:17][CH2:18][CH2:19][O:20][c:39]3[n:38][c:37]([O:36][CH2:29][c:30]4[cH:31][cH:32][cH:33][cH:34][cH:35]4)[cH:42][cH:41][n:40]3)[CH2:15][CH2:16]2)[n:10]1. Starting materials: CC1=CC=C(C=C1)C1=CC(=CC(=C1)C(NCC=1C=NC(=NC1)C)=O)C(=O)O (4′-methyl-5-((2-methylpyrimidin-5-yl)methylcarbamoyl)-biphenyl-3-carboxylic acid), Cl.CN(CCCN=C=NCC)C (N-(3-dimethylaminopropyl)-N′-ethylcarbodiimide hydrochloride), O.ON1N=NC2=C1C=CC=C2 (1-hydroxybenzotriazole hydrate), Cl.FC1(CNCC1)F (3,3-difluoropyrrolidine hydrochloride), C(C)(C)N(C(C)C)CC (N,N-diisopropylethylamine). Run in C(Cl)Cl (CH2Cl2). Run at time 8 hour. Yields the product FC1(CN(CC1)C(=O)C=1C=C(C=C(C1)C1=CC=C(C=C1)C)C(=O)NCC=1C=NC(=NC1)C)F (5-(3,3-Difluoropyrrolidine-1-carbonyl)-4′-methyl-N-((2-methylpyrimidin-5-yl)methyl)biphenyl-3-carboxamide). Reaction SMILES: [CH3:1][C:2]1[CH:7]=[CH:6][C:5]([C:8]2[CH:13]=[C:12]([C:14](=[O:24])[NH:15][CH2:16][C:17]3[CH:18]=[N:19][C:20]([CH3:23])=[N:21][CH:22]=3)[CH:11]=[C:10]([C:25]([OH:27])=O)[CH:9]=2)=[CH:4][CH:3]=1.Cl.CN(C)CCCN=C=NCC.O.ON1C2C=CC=CC=2N=N1.Cl.[F:52][C:53]1([F:58])[CH2:57][CH2:56][NH:55][CH2:54]1.C(N(CC)C(C)C)(C)C>C(Cl)Cl>[F:52][C:53]1([F:58])[CH2:57][CH2:56][N:55]([C:25]([C:10]2[CH:11]=[C:12]([C:14]([NH:15][CH2:16][C:17]3[CH:22]=[N:21][C:20]([CH3:23])=[N:19][CH:18]=3)=[O:24])[CH:13]=[C:8]([C:5]3[CH:6]=[CH:7][C:2]([CH3:1])=[CH:3][CH:4]=3)[CH:9]=2)=[O:27])[CH2:54]1 |f:1.2,3.4,5.6|. Procedure details: To a mixture of 4′-methyl-5-((2-methylpyrimidin-5-yl)methylcarbamoyl)-biphenyl-3-carboxylic acid (11 mg, 0.030 mmol), N-(3-dimethylaminopropyl)-N′-ethylcarbodiimide hydrochloride (12 mg, 0.061 mmol), 1-hydroxybenzotriazole hydrate (5 mg, 0.030 mmol), CH2Cl2 (2 mL) were added 3,3-difluoropyrrolidine hydrochloride (9 mg, 0.061 mmol) and N,N-diisopropylethylamine (21 μL, 0.12 mmol). The mixture was stirred at room temperature overnight, and then concentrated in vacuo. The residue was purified by pr...